From a dataset of the Open Reaction Database (ORD), a public repository of structured organic reaction records. describe an organic reaction: reactants, conditions, products, and yield Starting materials: CC(C)(C)OC(=O)N1CCC(Cc2ccc(F)cc2)CC1, CO, CCOC(C)=O, CO, ClCCl, Cl, C1COCCO1. Product: Cl, Fc1ccc(CC2CCNCC2)cc1. As a reaction SMILES: [C:1]([O:2][C:3](=[O:4])[N:8]1[CH2:9][CH2:10][CH:11]([CH2:14][c:15]2[cH:16][cH:17][c:18]([F:21])[cH:19][cH:20]2)[CH2:12][CH2:13]1)([CH3:5])([CH3:6])[CH3:7].[CH3:29][OH:30].[CH3:34][CH2:35][O:36][C:37]([CH3:38])=[O:39].[CH3:40][OH:41].[Cl:31][CH2:32][Cl:33].[ClH:22].[O:23]1[CH2:24][CH2:25][O:26][CH2:27][CH2:28]1>>[ClH:22].[NH:8]1[CH2:9][CH2:10][CH:11]([CH2:14][c:15]2[cH:16][cH:17][c:18]([F:21])[cH:19][cH:20]2)[CH2:12][CH2:13]1. The reactants are C1(CCCCC1)C1=CC=C(C=C1)[N+](=O)[O-] (4-Cyclohexylnitrobenzene), BrN1C(CCC1=O)=O (N-bromosuccinimide), C(C1=CC=CC=C1)(=O)OOC(C1=CC=CC=C1)=O (dibenzoylperoxide). Solvent: ClC(Cl)(Cl)Cl (tetrachloromethane). Conditions: temperature 80 celsius, time 4.5 hour. Product: BrC1(CCCCC1)C1=CC=C(C=C1)[N+](=O)[O-] (1-(bromocyclohexyl)-4-nitrobenzene). Yield: 58.9%. RXN SMILES: [CH:1]1([C:7]2[CH:12]=[CH:11][C:10]([N+:13]([O-:15])=[O:14])=[CH:9][CH:8]=2)[CH2:6][CH2:5][CH2:4][CH2:3][CH2:2]1.[Br:16]N1C(=O)CCC1=O.C(OOC(=O)C1C=CC=CC=1)(=O)C1C=CC=CC=1>ClC(Cl)(Cl)Cl>[Br:16][C:1]1([C:7]2[CH:8]=[CH:9][C:10]([N+:13]([O-:15])=[O:14])=[CH:11][CH:12]=2)[CH2:2][CH2:3][CH2:4][CH2:5][CH2:6]1. Procedure: 4-Cyclohexylnitrobenzene (22.6 g, 0.11 mol) and N-bromosuccinimide (21.6 g, 0.12 mol) were suspended in tetrachloromethane (200 mL) and a catalytic amount of dibenzoylperoxide was added. The reaction mixture was stirred at 80° C. for 4.5 hours. The reaction mixture was concentrated in vacuo and the residue dissolved in ethyl acetate (400 mL) and washed with water (100 mL). The aqueous phase was extracted with ethyl acetate (200 mL) and the combined organic phases were washed with water (3×150 mL...